From a dataset of the Open Reaction Database (ORD), a public repository of structured organic reaction records. describe an organic reaction: reactants, conditions, products, and yield Reactants: BrB(Br)Br, ClCCl, COc1cccc(CN2CCCCC2c2nc(-c3ccccc3)c(-c3ccccc3)o2)c1. Product: Oc1cccc(CN2CCCCC2c2nc(-c3ccccc3)c(-c3ccccc3)o2)c1. Reaction SMILES: [B:1]([Br:2])([Br:3])[Br:4].[CH2:37]([Cl:38])[Cl:39].[c:5]1(-[c:11]2[n:12][c:13]([CH:22]3[N:23]([CH2:28][c:29]4[cH:30][c:31]([O:35][CH3:36])[cH:32][cH:33][cH:34]4)[CH2:24][CH2:25][CH2:26][CH2:27]3)[o:14][c:15]2-[c:16]2[cH:17][cH:18][cH:19][cH:20][cH:21]2)[cH:6][cH:7][cH:8][cH:9][cH:10]1>>[c:5]1(-[c:11]2[n:12][c:13]([CH:22]3[N:23]([CH2:28][c:29]4[cH:30][c:31]([OH:35])[cH:32][cH:33][cH:34]4)[CH2:24][CH2:25][CH2:26][CH2:27]3)[o:14][c:15]2-[c:16]2[cH:17][cH:18][cH:19][cH:20][cH:21]2)[cH:6][cH:7][cH:8][cH:9][cH:10]1. Reactants: FC=1C(=C(C=CC1)C(CC(C(=O)OCC)(C(F)(F)F)O)C)OC (ethyl 4-(3-fluoro-2-methoxyphenyl)-2-hydroxy-2-(trifluoromethyl)-pentanoate), [H-].[Al+3].[Li+].[H-].[H-].[H-] (lithium aluminum hydride), C(C)(=O)OCC (ethyl acetate), O (water). Run in C(C)OCC (diethyl ether). Reaction conditions: time 1.5 hour. Yields the product FC=1C(=C(C=CC1)[C@@H](C[C@@](C=O)(C(F)(F)F)O)C)OC ((2R*,4R*)-4-(3-fluoro-2-methoxyphenyl)-2-hydroxy-2-(trifluoromethyl)pentanal). The yield is 41.5%. RXN SMILES: [F:1][C:2]1[C:3]([O:22][CH3:23])=[C:4]([CH:8]([CH3:21])[CH2:9][C:10]([OH:20])([C:16]([F:19])([F:18])[F:17])[C:11](OCC)=[O:12])[CH:5]=[CH:6][CH:7]=1.[H-].[Al+3].[Li+].[H-].[H-].[H-].C(OCC)(=O)C.O>C(OCC)C>[F:1][C:2]1[C:3]([O:22][CH3:23])=[C:4]([C@H:8]([CH3:21])[CH2:9][C@:10]([OH:20])([C:16]([F:19])([F:18])[F:17])[CH:11]=[O:12])[CH:5]=[CH:6][CH:7]=1 |f:1.2.3.4.5.6|. Procedure details: 1.56 g (5.7 mmol) of 1,1′-bi-2-naphthol are admixed with 5.7 ml (2.85 mmol) of a 0.5 M titanium tetraisopropoxide solution in toluene and the red solution is stirred for 2 hours at room temperature. 9.5 g (57.2 mmol) of 2-fluoro-6-(1-methyleneethyl)anisole and 12.5 ml (95 mmol) of ethyl trifluoropyruvate are added and the mixture is heated at 140° C. for 18 hours. After cooling it is immediately purified by column chromatography on silica gel (hexane/ethyl acetate 0-5%) to give 8.9 g of ethyl 4-... The reactants are C(C)[SiH](CC)CC (triethylsilane), [Si](C)(C)(C)OS(=O)(=O)C(F)(F)F (TMSOTf), COC1=C(CC2=CC=C(C(=O)O)C=C2)C(=C(C(=C1OC)OC)OC)C (4-(2,3,4,5-tetramethoxy-6-methylbenzyl)benzoic Acid). The solvent is C(Cl)Cl (methylene chloride), C(Cl)Cl (methylene chloride). Reaction conditions: time 4 hour. Product: COC(C1=CC=C(C=C1)CC1=C(C(=C(C(=C1C)OC)OC)OC)OC)=O (4-(2,3,4,5-tetramethoxy-6-methylbenzyl)benzoic Acid Methylester). Yield: 71.4%. RXN SMILES: [CH2:1]([SiH](CC)CC)C.[Si](OS(C(F)(F)F)(=O)=O)(C)(C)C.[CH3:20][O:21][C:22]1[C:37]([O:38][CH3:39])=[C:36]([O:40][CH3:41])[C:35]([O:42][CH3:43])=[C:34]([CH3:44])[C:23]=1[CH2:24][C:25]1[CH:33]=[CH:32][C:28]([C:29]([OH:31])=[O:30])=[CH:27][CH:26]=1>C(Cl)Cl>[CH3:1][O:30][C:29](=[O:31])[C:28]1[CH:27]=[CH:26][C:25]([CH2:24][C:23]2[C:34]([CH3:44])=[C:35]([O:42][CH3:43])[C:36]([O:40][CH3:41])=[C:37]([O:38][CH3:39])[C:22]=2[O:21][CH3:20])=[CH:33][CH:32]=1. Procedure details: To a solution of triethylsilane (88 mg, 0.76 mmol) and TMSOTf (0.004 ml) in methylene chloride (2 ml) was added dropwise a solution of the compound (237 mg, 0.63 mmol) obtained in Step 2 in methylene chloride (2 ml) and the mixture was stirred at room temperature for 4 hours. The reaction mixture was washed with saturated saline, dried, and then the solvent was distilled off. The residue was purified by a silica gel column chromatography (ethyl acetate:hexane=1:6) to yield the title compound (16... Reactants: [N+](CCCC)(CCCC)(CCCC)CCCC.[F-] (n-Bu4NF), C(C)(C)(C)[Si](C)(C)OC1=CC=C(C=C1)CCC(=CC1=CC(=C(C=C1)O[Si](C)(C)C(C)(C)C)OCC)C (tert-Butyl(4-(4-(4-((tert-butyldimethylsilyl)oxy)-3-ethoxyphenyl)-3-methylbut-3-en-1-yl)phenoxy)dimethylsilane), O (H2O). Run in C1CCOC1 (THF). Conditions: temperature 25 celsius, time 1 hour. Yields the product C(C)OC1=C(C=CC(=C1)C=C(CCC1=CC=C(C=C1)O)C)O (2-Ethoxy-4-(4-(4-hydroxyphenyl)-2-methylbut-1-enyl)phenol). Reaction SMILES: C([Si]([O:8][C:9]1[CH:14]=[CH:13][C:12]([CH2:15][CH2:16][C:17]([CH3:36])=[CH:18][C:19]2[CH:24]=[CH:23][C:22]([O:25][Si](C(C)(C)C)(C)C)=[C:21]([O:33][CH2:34][CH3:35])[CH:20]=2)=[CH:11][CH:10]=1)(C)C)(C)(C)C.[N+](CCCC)(CCCC)(CCCC)CCCC.[F-].O>C1COCC1>[CH2:34]([O:33][C:21]1[CH:20]=[C:19]([CH:18]=[C:17]([CH3:36])[CH2:16][CH2:15][C:12]2[CH:11]=[CH:10][C:9]([OH:8])=[CH:14][CH:13]=2)[CH:24]=[CH:23][C:22]=1[OH:25])[CH3:35] |f:1.2|. Procedure: tert-Butyl(4-(4-(4-((tert-butyldimethylsilyl)oxy)-3-ethoxyphenyl)-3-methylbut-3-en-1-yl)phenoxy)dimethylsilane was dissolved in THF (30 mL), n-Bu4NF (30 mL, 30.0 mmol, 0.7 equiv., 1.0 M in THF) was added, and the mixture was stirred at 25° C. for 1 h. After addition of H2O, the aqueous layer was extracted with MTBE (2×), the combined organic phases were washed with brine, dried (MgSO4), filtered and the filtrate was concentrated. The residue was purified by flash chromatography on SiO2 (cyclohex... The reactants are C=CC1=CC=CC=C1 (styrene), C(C(=C)C)(=O)OCCCC (butyl methacrylate). The solvent is CN(C=O)C (dimethylformamide). Conditions: temperature 80 celsius, time 5 hour. The product is C=CC1=CC=CC=C1.C(C(=C)C)(=O)OCCCC (styrene butyl methacrylate). RXN SMILES: [CH2:1]=[CH:2][C:3]1[CH:8]=[CH:7][CH:6]=[CH:5][CH:4]=1.[C:9]([O:14][CH2:15][CH2:16][CH2:17][CH3:18])(=[O:13])[C:10]([CH3:12])=[CH2:11]>CN(C)C=O>[CH2:1]=[CH:2][C:3]1[CH:8]=[CH:7][CH:6]=[CH:5][CH:4]=1.[C:9]([O:14][CH2:15][CH2:16][CH2:17][CH3:18])(=[O:13])[C:10]([CH3:12])=[CH2:11] |f:3.4|. Reported procedure: The inside of a 500 ml-flask equipped with a nitrogen inlet tube and a cooling tube is replaced with a nitrogen gas. In the flask, placed are 100 g of styrene monomer (manufactured by Kishida Chemical Co., Ltd.); 100 g of butyl methacrylate (manufactured by Kishida Chemical Co., Ltd.); 200 ml of dehydrated dimethylformamide (manufactured by Kishida Chemical Co., Ltd.); and 20 g of azobisisobutyronitrile (manufactured by Kishida Chemical Co., Ltd.), from all of which dehydration treatment and rem... Reactants: ClC1=C(C(=CC(=C1)N=CC1=CC(=C(C=C1)OC)F)Cl)N=CN(C)C (N'-[2,6-Dichloro-4-(3-fluoro-4-methoxybenzylideneamino)phenyl]-N,N-dimethylformamidine), FC=1C=C(C=O)C=CC1 (m-fluorobenzaldehyde). Run in C(C)O (ethanol). Yields the product ClC1=C(C(=CC(=C1)N=CC1=CC(=CC=C1)F)Cl)N=CN(C)C (N'-[2,6-Dichloro-4-(m-fluorobenzylideneamino)phenyl]N,N-dimethylformamidine). As a reaction SMILES: [Cl:1][C:2]1[CH:7]=[C:6]([N:8]=[CH:9][C:10]2[CH:15]=[CH:14][C:13](OC)=[C:12]([F:18])[CH:11]=2)[CH:5]=[C:4]([Cl:19])[C:3]=1[N:20]=[CH:21][N:22]([CH3:24])[CH3:23].FC1C=C(C=CC=1)C=O>C(O)C>[Cl:1][C:2]1[CH:7]=[C:6]([N:8]=[CH:9][C:10]2[CH:15]=[CH:14][CH:13]=[C:12]([F:18])[CH:11]=2)[CH:5]=[C:4]([Cl:19])[C:3]=1[N:20]=[CH:21][N:22]([CH3:24])[CH3:23]. Procedure: A 7.0 g. amount of N'-(4-amino-2,6-dichlorophenyl)-N,N-dimethylformamidine (Example 9) is dissolved in 25 ml. of absolute ethanol then 3.7 g. of m-fluorobenzaldehyde is added and the mixture is refluxed for one hour. The solution is evaporated to an amber syrup which crystallizes. The material is dissolved in 50 ml. of refluxing ether and hexane is added until turbidity results. The crystalline product is collected and washed with hexane. The product is recrystallized from ether/hexane to give 1... Reactants: ClC1=NC=CC=C1[N+](=O)[O-] (2-chloro-3-nitropyridine), NC1=CC=CC=C1 (aniline), C(=O)([O-])[O-].[K+].[K+] (K2CO3). The solvent is O1CCOCC1 (dioxane). The product is [N+](=O)([O-])C=1C=NC=CC1NC1=CC=CC=C1 (3-nitro-N-phenylpyridin-4-amine). Isolated yield 92.9%. As a reaction SMILES: Cl[C:2]1[C:7]([N+:8]([O-:10])=[O:9])=[CH:6][CH:5]=[CH:4][N:3]=1.[NH2:11][C:12]1[CH:17]=[CH:16][CH:15]=[CH:14][CH:13]=1.C([O-])([O-])=O.[K+].[K+]>O1CCOCC1>[N+:8]([C:7]1[CH:2]=[N:3][CH:4]=[CH:5][C:6]=1[NH:11][C:12]1[CH:17]=[CH:16][CH:15]=[CH:14][CH:13]=1)([O-:10])=[O:9] |f:2.3.4|. Procedure: To a mixture of 2-chloro-3-nitropyridine (15.8 g, 100 mmol) and aniline (11.1 g, 120 mmol) in dioxane (150 mL) was added was added K2CO3 (39 g, 120 mmol). The reaction was heated to reflux for 10 h and then purified by silica gel chromatography using petroleum etherethyl acetate to provide the product as a yellow solid (20 g, 93%). Reactants: N12CCCCCC2=NCCC1 (1,8-diazabicyclo[5.4.0]undec-7-ene), N1=CC=CC=C1 (pyridine), ClC1=NC2=C(N1CC=1OC(=CC1)C(=O)OCC)C=CC=C2 (2-chloro-1-(5-ethyoxycarbonylfur-2-ylmethyl)-1H-benzimidazole), N1CCNCCC1 ([1,4]diazepane). Run in CO (methanol). Conditions: time 18 hour. Yields the product N.CO (ammonia methanol), C(C)OC(=O)C1=CC=C(O1)CN1C(=NC2=C1C=CC=C2)N2CCNCCC2 (4-(1-(5-ethyoxycarbonylfur-2-ylmethyl)-1H-benzimidazol-2-yl)[1,4]diazepane). Isolated yield 2.0%. Reaction SMILES: Cl[C:2]1[N:6]([CH2:7][C:8]2[O:9][C:10]([C:13]([O:15][CH2:16][CH3:17])=[O:14])=[CH:11][CH:12]=2)[C:5]2[CH:18]=[CH:19][CH:20]=[CH:21][C:4]=2[N:3]=1.[NH:22]1[CH2:28][CH2:27][CH2:26][NH:25][CH2:24][CH2:23]1.N12CCCN=C1CCCCC2.N1C=CC=CC=1>CO>[NH3:3].[CH3:8][OH:9].[CH2:16]([O:15][C:13]([C:10]1[O:9][C:8]([CH2:7][N:6]2[C:5]3[CH:18]=[CH:19][CH:20]=[CH:21][C:4]=3[N:3]=[C:2]2[N:22]2[CH2:28][CH2:27][CH2:26][NH:25][CH2:24][CH2:23]2)=[CH:12][CH:11]=1)=[O:14])[CH3:17] |f:5.6|. Reported procedure: Combine 2-chloro-1-(5-ethyoxycarbonylfur-2-ylmethyl)-1H-benzimidazole (9.50 g, 31.2 mmol) and [1,4]diazepane (6.24 g, 62.3 mmol), 1,8-diazabicyclo[5.4.0]undec-7-ene (5.6 mL, 37.4 mmol), and pyridine (90 mL). Heat to reflux. After 18 hours, cool to ambient temperature and evaporate in vacuo to give a residue. Chromatograph the residue on silica gel eluting sequentially with methanol and then 2% concentrated aqueous ammonia/methanol to give 4-(1-(5-ethyoxycarbonylfur-2-ylmethyl)-1H-benzimidazol-2-...